Dataset: the Open Reaction Database (ORD), a public repository of structured organic reaction records. Task: describe an organic reaction: reactants, conditions, products, and yield Starting materials: C12(CC3CC(CC(C1)C3)C2)C(=O)O (Adamantane-1-carboxylic acid). The solvent is C(C)#N (ACN). Yields the product C12CC3CC(CC(C1)C3)C2 (adamantane), carboxylic acid. Isolated yield 58.0%. Reaction SMILES: [C:1]12(C(O)=O)[CH2:10][CH:5]3[CH2:6][CH:7]([CH2:9][CH:3]([CH2:4]3)[CH2:2]1)[CH2:8]2>C(#N)C>[CH:1]12[CH2:10][CH:5]3[CH2:6][CH:7]([CH2:9][CH:3]([CH2:4]3)[CH2:2]1)[CH2:8]2. Procedure details: as shown in the mass spectrum of the reaction gases. In aqueous solutions the rates of decarboxylation were similar for the acids investigated. Adamantane-1-carboxylic acid, dissolved in ACN at a much lower concentration (~0.12 M), was found to decarboxylate at a significantly lower rate than the other acids with a decrease in rate as the photolysis proceeded (initial rate, 65 μmol/h; final rate, after 62% conversion, 28 μmol/h). However, the corresponding alkane, adamantane, was again formed in...